Dataset: the Open Reaction Database (ORD), a public repository of structured organic reaction records. Task: describe an organic reaction: reactants, conditions, products, and yield Starting materials: CC([C@H](C(=O)N1CCCC1)NC(=O)C1=CN(C2=NC=C(N=C21)C=2C=NN(C2)CC)COCC[Si](C)(C)C)(C)C (2-(1-ethyl-1H-pyrazol-4-yl)-5-(2-trimethylsilanyl-ethoxymethyl)-5H-pyrrolo[2,3-b]pyrazine-7-carboxylic acid [(R)-2,2-dimethyl-1-(pyrrolidine-1-carbonyl)-propyl]-amide), C(=O)(C(F)(F)F)O (TFA). The solvent is C(Cl)Cl (CH2Cl2). Run at time 8 hour. Product: CC([C@H](C(=O)N1CCCC1)NC(=O)C1=CNC2=NC=C(N=C21)C=2C=NN(C2)CC)(C)C (2-(1-ethyl-1H-pyrazol-4-yl)-5H-pyrrolo[2,3-b]pyrazine-7-carboxylic acid [(R)-2,2-dimethyl-1-(pyrrolidine-1-carbonyl)-propyl]-amide). Isolated yield 89.0%. RXN SMILES: [CH3:1][C:2]([CH3:39])([CH3:38])[C@@H:3]([NH:11][C:12]([C:14]1[C:22]2[C:17](=[N:18][CH:19]=[C:20]([C:23]3[CH:24]=[N:25][N:26]([CH2:28][CH3:29])[CH:27]=3)[N:21]=2)[N:16](COCC[Si](C)(C)C)[CH:15]=1)=[O:13])[C:4]([N:6]1[CH2:10][CH2:9][CH2:8][CH2:7]1)=[O:5].C(O)(C(F)(F)F)=O>C(Cl)Cl>[CH3:1][C:2]([CH3:38])([CH3:39])[C@@H:3]([NH:11][C:12]([C:14]1[C:22]2[C:17](=[N:18][CH:19]=[C:20]([C:23]3[CH:24]=[N:25][N:26]([CH2:28][CH3:29])[CH:27]=3)[N:21]=2)[NH:16][CH:15]=1)=[O:13])[C:4]([N:6]1[CH2:10][CH2:9][CH2:8][CH2:7]1)=[O:5]. Reported procedure: To a solution of 2-(1-ethyl-1H-pyrazol-4-yl)-5-(2-trimethylsilanyl-ethoxymethyl)-5H-pyrrolo[2,3-b]pyrazine-7-carboxylic acid [(R)-2,2-dimethyl-1-(pyrrolidine-1-carbonyl)-propyl]-amide in CH2Cl2 (2.25 mL) was added TFA (0.75 mL). The reaction mixture was stirred overnight and concentrated. The residue was dissolved in a mixture of ammonium hydroxide, MeOH and CH2Cl2 (1:10:60, 3.0 ml) and stirred at room temperature for 90 min. The reaction mixture was then concentrated and the residue purified by... Reactants: BrC=1C=C(O[Si](C)(C)C(C)(C)C)C=CC1 (3-Bromophenoxy-tert-butyldimethylsilane), C(=O)C1=CC=C(C(=O)N(CC)CC)C=C1 (4-formyl-N,N-diethylbenzamide), C(CCC)[Li] (n-butyllithium), CCCCCC (hexane). The solvent is O1CCCC1 (tetrahydrofuran), C(C)O (ethanol), ClCCl (dichloromethane), O1CCCC1 (tetrahydrofuran). Reaction conditions: temperature -78 celsius. Yields the product [Si](C)(C)(C(C)(C)C)OC=1C=C(C(O)C2=CC=C(C(=O)N(CC)CC)C=C2)C=CC1 (4-(3-(tert-butyl dimethylsiiyloxy)-α-hydroxybenzyl)-N,N -diethylbenzamide). Yield: 52.3%. As a reaction SMILES: Br[C:2]1[CH:3]=[C:4]([CH:13]=[CH:14][CH:15]=1)[O:5][Si:6]([C:9]([CH3:12])([CH3:11])[CH3:10])([CH3:8])[CH3:7].C([Li])CCC.CCCCCC.[CH:27]([C:29]1[CH:41]=[CH:40][C:32]([C:33]([N:35]([CH2:38][CH3:39])[CH2:36][CH3:37])=[O:34])=[CH:31][CH:30]=1)=[O:28]>O1CCCC1.C(O)C.ClCCl>[Si:6]([O:5][C:4]1[CH:3]=[C:2]([CH:15]=[CH:14][CH:13]=1)[CH:27]([C:29]1[CH:41]=[CH:40][C:32]([C:33]([N:35]([CH2:36][CH3:37])[CH2:38][CH3:39])=[O:34])=[CH:31][CH:30]=1)[OH:28])([C:9]([CH3:12])([CH3:11])[CH3:10])([CH3:8])[CH3:7]. Procedure: 3-Bromophenoxy-tert-butyldimethylsilane (61.7 g, 0.21 mol), prepared as in Example 1, was dissolved in 500 mL of dry tetrahydrofuran under nitrogen and cooled to -78° C. A solution of 1.6M n-butyllithium in hexane (132 mL, 0.21 mol) was added dropwise at a rate to maintain the temperature below -70° C. The reaction was stirred for thirty minutes after the addition was complete and the cold solution was transferred via cannula to another vessel containing a cold (-78 ° C.) solution of 4-formyl-N,... The solvent is CN(C)C=O (DMF). Procedure details: The reaction and aftertreatment were conducted in the same manner as in Example 33a by using 4-bromo-3-nitro-1-(tetrahydro-2H-pyran-2-yl)-1H-pyrazole (WO 2010/079443; 1.20 g, 4.35 mmol), 2-cyclopent-1-en-1-yl-4,4,5,5-tetramethyl-1,3,2-dioxaborolane (1.20 g, 6.18 mmol), [1,1′-bis(diphenylphosphino)ferrocene]dichloropalladium (II) (250 mg, 0.342 mmol), potassium carbonate (2.00 g, 14.5 mmol) and DMF (13 mL), to yield the title compound (1.02 g, 89%) as a yellow oil. Starting materials: BrC=1C(=NN(C1)C1OCCCC1)[N+](=O)[O-] (4-bromo-3-nitro-1-(tetrahydro-2H-pyran-2-yl)-1H-pyrazole), C1(=CCCC1)B1OC(C(O1)(C)C)(C)C (2-cyclopent-1-en-1-yl-4,4,5,5-tetramethyl-1,3,2-dioxaborolane), C([O-])([O-])=O.[K+].[K+] (potassium carbonate). RXN SMILES: Br[C:2]1[C:3]([N+:13]([O-:15])=[O:14])=[N:4][N:5]([CH:7]2[CH2:12][CH2:11][CH2:10][CH2:9][O:8]2)[CH:6]=1.[C:16]1(B2OC(C)(C)C(C)(C)O2)[CH2:20][CH2:19][CH2:18][CH:17]=1.C(=O)([O-])[O-].[K+].[K+]>C1C=CC(P(C2C=CC=CC=2)[C-]2C=CC=C2)=CC=1.C1C=CC(P(C2C=CC=CC=2)[C-]2C=CC=C2)=CC=1.Cl[Pd]Cl.[Fe+2].CN(C=O)C>[C:16]1([C:2]2[C:3]([N+:13]([O-:15])=[O:14])=[N:4][N:5]([CH:7]3[CH2:12][CH2:11][CH2:10][CH2:9][O:8]3)[CH:6]=2)[CH2:20][CH2:19][CH2:18][CH:17]=1 |f:2.3.4,5.6.7.8|. The yield is 89.1%. The reagents and catalysts are C1=CC=C(C=C1)P([C-]2C=CC=C2)C3=CC=CC=C3.C1=CC=C(C=C1)P([C-]2C=CC=C2)C3=CC=CC=C3.Cl[Pd]Cl.[Fe+2] ([1,1′-bis(diphenylphosphino)ferrocene]dichloropalladium). Product: C1(=CCCC1)C=1C(=NN(C1)C1OCCCC1)[N+](=O)[O-] (4-(Cyclopent-1-en-1-yl)-3-nitro-1-(tetrahydro-2H-pyran-2-yl)-1H-pyrazole). Reactants: ClC1=NC(=CC(=C1N)C)C (2-chloro-4,6-dimethyl-pyridin-3-ylamine), P(Br)(Br)Br (PBr3), solution, [OH-].[Na+] (NaOH). Run in C1(=CC=CC=C1)C (toluene). Reaction conditions: time 48 hour. The product is BrC1=NC(=CC(=C1N)C)C (2-bromo-4,6-dimethyl-pyridin-3-ylamine). Isolated yield 38.0%. RXN SMILES: Cl[C:2]1[C:7]([NH2:8])=[C:6]([CH3:9])[CH:5]=[C:4]([CH3:10])[N:3]=1.P(Br)(Br)[Br:12].[OH-].[Na+]>C1(C)C=CC=CC=1>[Br:12][C:2]1[C:7]([NH2:8])=[C:6]([CH3:9])[CH:5]=[C:4]([CH3:10])[N:3]=1 |f:2.3|. Reported procedure: To a solution of 1.80 g (11.0 mmol) of 2-chloro-4,6-dimethyl-pyridin-3-ylamine (prepared as described in J. M. Klunder et al. J. Med. Chem., 35, 1992, 1887-1897) in toluene (10 ml) was added PBr3 (18 ml). The reaction mixture was stirred for 48 h under reflux. After cooling the reaction mixture, it was poured onto ice, basified with NaOH 2 M solution (400 ml) and the aqueous phase was extracted twice with ethyl acetate. The combined organic phases were washed with brine, dried over Na2SO4, filte... As a reaction SMILES: [NH2:1][C:2]1[S:6][N:5]=[C:4]([C:7](=[N:38][O:39][CH3:40])[C:8]([NH:10][CH:11]2[C:36](=[O:37])[N:13]3[C:14]([C:20]([O:22]C(C4C=CC=CC=4)C4C=CC=CC=4)=[O:21])=[C:15]([CH2:18][Cl:19])[CH2:16][S:17][C@H:12]23)=[O:9])[N:3]=1.[F:41][C:42]([F:47])([F:46])[C:43]([OH:45])=[O:44].C(OC(C)C)(C)C.CCCCCC>ClCCl.C1(OC)C=CC=CC=1>[F:41][C:42]([F:47])([F:46])[C:43]([OH:45])=[O:44].[NH2:1][C:2]1[S:6][N:5]=[C:4]([C:7](=[N:38][O:39][CH3:40])[C:8]([NH:10][CH:11]2[C:36](=[O:37])[N:13]3[C:14]([C:20]([OH:22])=[O:21])=[C:15]([CH2:18][Cl:19])[CH2:16][S:17][C@H:12]23)=[O:9])[N:3]=1 |f:6.7|. Starting materials: NC1=NC(=NS1)C(C(=O)NC1[C@@H]2N(C(=C(CS2)CCl)C(=O)OC(C2=CC=CC=C2)C2=CC=CC=C2)C1=O)=NOC (benzhydryl 7-[2-(5-amino-1,2,4-thiadiazol-3-yl)-2-methoxyiminoacetamido]-3-chloromethyl-3-cephem-4-carboxylate), FC(C(=O)O)(F)F (trifluoroacetic acid), C(C)(C)OC(C)C (diisopropyl ether), CCCCCC (n-hexane). Procedure details: To a solution of benzhydryl 7-[2-(5-amino-1,2,4-thiadiazol-3-yl)-2-methoxyiminoacetamido]-3-chloromethyl-3-cephem-4-carboxylate (syn isomer) (3 g) in dichloromethane (6 ml) and anisole (3 ml) was added dropwise trifluoroacetic acid (6 ml) at 0° C. The mixture was stirred at 0° C. for two hours. The mixture was poured into a chilled mixture of diisopropyl ether and n-hexane (1:1, V/V). The precipitates were collected by filtration and dried under reduced pressure to give 7-[2-(5-amino-1,2,4-thiad... The product is FC(C(=O)O)(F)F.NC1=NC(=NS1)C(C(=O)NC1[C@@H]2N(C(=C(CS2)CCl)C(=O)O)C1=O)=NOC (7-[2-(5-amino-1,2,4-thiadiazol-3-yl)-2-methoxyiminoacetamido]-3-chloromethyl-3-cephem-4-carboxylic acid trifluoroacetate). Conditions: temperature 0 celsius, time 2 hour. Run in ClCCl (dichloromethane), C1(=CC=CC=C1)OC (anisole). Reactants: CCO, CCOCC, O=C1c2ccccc2C(=O)N1CCCCOc1c(Cl)cc(OCC=C(Cl)Cl)cc1Cl, Cl, [K+], NN, [OH-], O. Product: NCCCCOc1c(Cl)cc(OCC=C(Cl)Cl)cc1Cl. As a reaction SMILES: [CH3:37][CH2:38][OH:39].[CH3:40][CH2:41][O:42][CH2:43][CH3:44].[Cl:1][c:2]1[cH:3][c:4]([O:25][CH2:26][CH:27]=[C:28]([Cl:29])[Cl:30])[cH:5][c:6]([Cl:24])[c:7]1[O:8][CH2:9][CH2:10][CH2:11][CH2:12][N:13]1[C:14](=[O:15])[c:16]2[cH:17][cH:18][cH:19][cH:20][c:21]2[C:22]1=[O:23].[ClH:34].[K+:36].[NH2:32][NH2:33].[OH-:35].[OH2:31]>>[Cl:1][c:2]1[cH:3][c:4]([O:25][CH2:26][CH:27]=[C:28]([Cl:29])[Cl:30])[cH:5][c:6]([Cl:24])[c:7]1[O:8][CH2:9][CH2:10][CH2:11][CH2:12][NH2:13]. As a reaction SMILES: [CH:1]1([CH2:4][N:5]2[C:9]3[CH:10]=[CH:11][C:12]([S:14]([C:17]([CH3:22])([CH3:21])[C:18](O)=[O:19])(=[O:16])=[O:15])=[CH:13][C:8]=3[N:7]=[C:6]2[CH2:23][C:24]([CH3:27])([CH3:26])[CH3:25])[CH2:3][CH2:2]1.C(OC(OC(C)(C)C)=O)(OC(C)(C)C)=O.C(=O)(O)[O-].[NH4+].[N:48]1C=CC=CC=1>C(#N)C>[CH:1]1([CH2:4][N:5]2[C:9]3[CH:10]=[CH:11][C:12]([S:14]([C:17]([CH3:22])([CH3:21])[C:18]([NH2:48])=[O:19])(=[O:15])=[O:16])=[CH:13][C:8]=3[N:7]=[C:6]2[CH2:23][C:24]([CH3:27])([CH3:26])[CH3:25])[CH2:3][CH2:2]1 |f:2.3|. Solvent: C(C)#N (acetonitrile). Yields the product C1(CC1)CN1C(=NC2=C1C=CC(=C2)S(=O)(=O)C(C(=O)N)(C)C)CC(C)(C)C (2-{[1-(Cyclopropylmethyl)-2-(2,2-dimethylpropyl)-1H-benzimidazol-5-yl]sulfonyl}-2-methylpropanamide). Procedure details: To a suspension of 2-{[1-(cyclopropylmethyl)-2-(2,2-dimethylpropyl)-1H-benzimidazol-5-yl]sulfonyl}-2-methylpropanoic acid (Step H, 200 mg, 0.51 mmol) and di-tert-butyl dicarbonate (145 mg, 0.66 mmol) in acetonitrile (3 mL) were added ammonium bicarbonate (48 mg, 0.61 mmol) and pyridine (48 mg, 0.61 mmol) at room temperature. The mixture was stirred at room temperature for 20 h and concentrated under reduced pressure. The residue was dissolved in water (30 mL) and dichloromethane (30 mL). The aqu... Yield: 100160.7%. Reactants: C1(CC1)CN1C(=NC2=C1C=CC(=C2)S(=O)(=O)C(C(=O)O)(C)C)CC(C)(C)C (2-{[1-(Cyclopropylmethyl)-2-(2,2-dimethylpropyl)-1H-benzimidazol-5-yl]sulfonyl}-2-methylpropanoic Acid), C(=O)(OC(C)(C)C)OC(=O)OC(C)(C)C (di-tert-butyl dicarbonate), C([O-])(O)=O.[NH4+] (ammonium bicarbonate), N1=CC=CC=C1 (pyridine). Reaction conditions: time 20 hour. The reactants are COC1=C(OCCCCOC2=CC=C(C=C2)C2C(CN(CC2)C(=O)OC(C)(C)C)OCCOS(=O)(=O)C2=CC=C(C=C2)C)C=CC=C1 (tert-butyl 4-{4-[4-(2-methoxyphenoxy)butoxy]phenyl}-3-[2-(toluene-4-sulphonyloxy)ethoxy]piperidine-1-carboxylate), OC1=C(C=CC=C1)CCNC(C)=O (N-[2-(2-hydroxyphenyl)ethyl]acetamide). Product: C(C)(=O)NCCC1=C(OCCOC2CN(CCC2C2=CC=C(C=C2)OCCCCOC2=C(C=CC=C2)OC)C(=O)OC(C)(C)C)C=CC=C1 (tert-Butyl 3-{2-[2-(2-acetylaminoethyl)phenoxy]ethoxy}-4-{4-[4-(2-methoxyphenoxy)butoxy]phenyl}piperidine-1-carboxylate). As a reaction SMILES: [CH3:1][O:2][C:3]1[CH:47]=[CH:46][CH:45]=[CH:44][C:4]=1[O:5][CH2:6][CH2:7][CH2:8][CH2:9][O:10][C:11]1[CH:16]=[CH:15][C:14]([CH:17]2[CH2:22][CH2:21][N:20]([C:23]([O:25][C:26]([CH3:29])([CH3:28])[CH3:27])=[O:24])[CH2:19][CH:18]2[O:30][CH2:31][CH2:32][O:33]S(C2C=CC(C)=CC=2)(=O)=O)=[CH:13][CH:12]=1.O[C:49]1[CH:54]=[CH:53][CH:52]=[CH:51][C:50]=1[CH2:55][CH2:56][NH:57][C:58](=[O:60])[CH3:59]>>[C:58]([NH:57][CH2:56][CH2:55][C:50]1[CH:51]=[CH:52][CH:53]=[CH:54][C:49]=1[O:33][CH2:32][CH2:31][O:30][CH:18]1[CH:17]([C:14]2[CH:13]=[CH:12][C:11]([O:10][CH2:9][CH2:8][CH2:7][CH2:6][O:5][C:4]3[CH:44]=[CH:45][CH:46]=[CH:47][C:3]=3[O:2][CH3:1])=[CH:16][CH:15]=2)[CH2:22][CH2:21][N:20]([C:23]([O:25][C:26]([CH3:29])([CH3:27])[CH3:28])=[O:24])[CH2:19]1)(=[O:60])[CH3:59]. Reported procedure: Analogously to Method G, 0.090 g of tert-butyl 4-{4-[4-(2-methoxyphenoxy)butoxy]phenyl}-3-[2-(toluene-4-sulphonyloxy)ethoxy]piperidine-1-carboxylate and 0.048 g of N-[2-(2-hydroxyphenyl)ethyl]acetamide are reacted. The title compound is obtained as a yellow oil. Rf=0.48 (200:20:1 dichloromethane-methanol-25% conc. ammonia); Rt=5.57.